Dataset: the Open Reaction Database (ORD), a public repository of structured organic reaction records. Task: describe an organic reaction: reactants, conditions, products, and yield Reactants: CO.C(Cl)Cl (MeOH CH2Cl2), C(=O)(C(F)(F)F)O (TFA), C(C)(=O)OC=1C(=C2C(=NC1CCCCCCCCCC)N(CC2)C)C (1,4-Dimethyl-6-decyl-2,3-dihydro-1H-pyrrolo[2,3-b]pyridin-5-yl acetate), CC(C)C[AlH]CC(C)C (DIBAL-H), C(=O)([O-])C(O)C(O)C(=O)[O-].[K+].[Na+] (sodium potassium tartrate). The solvent is CC#N (CH3CN), C(Cl)Cl (CH2Cl2). Reaction conditions: temperature -78 celsius, time 1 hour. Yields the product FC(C(=O)O)(F)F.CN1CCC=2C1=NC(=C(C2C)O)CCCCCCCCCC (1,4-Dimethyl-6-decyl-2,3-dihydro-1H-pyrrolo[2,3-b]pyridin-5-ol trifluoro acetic acid salt). RXN SMILES: C([O:4][C:5]1[C:6]([CH3:25])=[C:7]2[CH2:23][CH2:22][N:21]([CH3:24])[C:8]2=[N:9][C:10]=1[CH2:11][CH2:12][CH2:13][CH2:14][CH2:15][CH2:16][CH2:17][CH2:18][CH2:19][CH3:20])(=O)C.CC(C[AlH]CC(C)C)C.C(C(C(C([O-])=O)O)O)([O-])=O.[K+].[Na+].CO.C(Cl)Cl.[C:52]([OH:58])([C:54]([F:57])([F:56])[F:55])=[O:53]>C(Cl)Cl.CC#N>[F:55][C:54]([F:57])([F:56])[C:52]([OH:58])=[O:53].[CH3:24][N:21]1[C:8]2=[N:9][C:10]([CH2:11][CH2:12][CH2:13][CH2:14][CH2:15][CH2:16][CH2:17][CH2:18][CH2:19][CH3:20])=[C:5]([OH:4])[C:6]([CH3:25])=[C:7]2[CH2:23][CH2:22]1 |f:2.3.4,5.6,10.11|. Procedure details: To a solution of 19.0 mg (54.8 μmol) of 2b in 1 mL of CH2Cl2 was added 165 μL (165 μmol, 1.0 M in hexanes) of DIBAL-H at 78° C. The reaction mixture was stirred at −78° C. for 1 h and then 2 mL of sat aq sodium potassium tartrate was added slowly. The reaction mixture was slowly warmed to room temperature over a period of 30 min. The solution was extracted with three 5-mL portions of ethyl acetate. The combined organic layer was washed with brine, dried (MgSO4) and concentrated under diminished ... Reactants: FC(C=1C=C(C=CC1)CC#N)(F)F (2-(3-(trifluoromethyl)phenyl)acetonitrile), BrCCCCCBr (1,5-dibromopentane). Product: FC(C=1C=C(C=CC1)C1(CCCCC1)C#N)(F)F (1-(3-(trifluoromethyl)phenyl)cyclohexane-carbonitrile). Isolated yield 96.0%. As a reaction SMILES: [F:1][C:2]([F:13])([F:12])[C:3]1[CH:4]=[C:5]([CH2:9][C:10]#[N:11])[CH:6]=[CH:7][CH:8]=1.Br[CH2:15][CH2:16][CH2:17][CH2:18][CH2:19]Br>>[F:1][C:2]([F:12])([F:13])[C:3]1[CH:4]=[C:5]([C:9]2([C:10]#[N:11])[CH2:19][CH2:18][CH2:17][CH2:16][CH2:15]2)[CH:6]=[CH:7][CH:8]=1. Procedure details: The title compound was prepared from 2-(3-(trifluoromethyl)phenyl)acetonitrile (3.463 ml, 22.2 mmol) and 1,5-dibromopentane (3.324 ml, 24.4 mmol) according to General Procedure J to yield 1-(3-(trifluoromethyl)phenyl)cyclohexane-carbonitrile (5.40 g, 90%) as a clear oil. 1H NMR (CDCl3) δ 1.26-1.39 (m, 1H), 1.76-1.88 (m, 7H), 2.17 (d, J=11.2 Hz, 2H), 7.51-7.60 (m, 3H), 7.73 (s, 1H). 13C NMR (CDCl3) δ 23.7, 25.0, 37.5, 44.6, 122.5, 125.0, 125.1, 126.0, 129.5, 130.0, 142.8,GC-MS m/z 253. The reactants are CC(C)(C)[Si](C)(C)OCC(CCn1ccc2ccc(OCc3ccccc3)cc21)n1cnc(C(N)=O)c1, C1=CCCCC1, CCO, [OH-], [OH-], [Pd+2]. Product: CC(C)(C)[Si](C)(C)OCC(CCn1ccc2ccc(O)cc21)n1cnc(C(N)=O)c1. As a reaction SMILES: [CH2:1]([c:2]1[cH:3][cH:4][cH:5][cH:6][cH:7]1)[O:8][c:9]1[cH:10][cH:11][c:12]2[cH:13][cH:14][n:15]([CH2:18][CH2:19][CH:20]([CH2:21][O:22][Si:23]([CH3:24])([CH3:25])[C:26]([CH3:27])([CH3:28])[CH3:29])[n:30]3[cH:31][n:32][c:33]([C:35](=[O:36])[NH2:37])[cH:34]3)[c:16]2[cH:17]1.[CH2:38]1[CH2:39][CH:40]=[CH:41][CH2:42][CH2:43]1.[CH3:44][CH2:45][OH:46].[OH-:47].[OH-:49].[Pd+2:48]>>[OH:8][c:9]1[cH:10][cH:11][c:12]2[cH:13][cH:14][n:15]([CH2:18][CH2:19][CH:20]([CH2:21][O:22][Si:23]([CH3:24])([CH3:25])[C:26]([CH3:27])([CH3:28])[CH3:29])[n:30]3[cH:31][n:32][c:33]([C:35](=[O:36])[NH2:37])[cH:34]3)[c:16]2[cH:17]1. Starting materials: CN1CC2=C(NC=3C=CC(=CC23)C)CC1 (2,8-dimethyl-2,3,4,5-tetrahydro-1H-pyrido[4,3-b]indole), BrC1=CC=NC=C1 (4-bromopyridine), [O-]P(=O)([O-])[O-].[K+].[K+].[K+] (K3PO4), N1[C@H](C(=O)O)CCC1 (L-Proline). The reagents and catalysts are [Cu]I (CuI). Solvent: O (water), CN(C)C=O (DMF). Yields the product CN1CC2=C(N(C=3C=CC(=CC23)C)C2=CC=NC=C2)CC1 (2,8-dimethyl-5-pyridin-4-yl-2,3,4,5-tetrahydro-1H-pyrido[4,3-b]indole), solid. Reaction SMILES: [CH3:1][N:2]1[CH2:15][CH2:14][C:5]2[NH:6][C:7]3[CH:8]=[CH:9][C:10]([CH3:13])=[CH:11][C:12]=3[C:4]=2[CH2:3]1.Br[C:17]1[CH:22]=[CH:21][N:20]=[CH:19][CH:18]=1.[O-]P([O-])([O-])=O.[K+].[K+].[K+].N1CCC[C@H]1C(O)=O>CN(C=O)C.O.[Cu]I>[CH3:1][N:2]1[CH2:15][CH2:14][C:5]2[N:6]([C:17]3[CH:22]=[CH:21][N:20]=[CH:19][CH:18]=3)[C:7]3[CH:8]=[CH:9][C:10]([CH3:13])=[CH:11][C:12]=3[C:4]=2[CH2:3]1 |f:2.3.4.5|. Procedure details: A solution of 2,8-dimethyl-2,3,4,5-tetrahydro-1H-pyrido[4,3-b]indole (0.2 g, 1 mmol), 4-bromopyridine (0.316 g, 2 mmol), K3PO4 (0.424 g, 2 mmol), CuI (19 mg, 0.1 mmol) and L-Proline (23 mg, 0.2 mmol) in dry DMF (3 mL) was stirred at 150° C. for 12 h. The reaction mixture was diluted with water and extracted with EtOAc. The organic layer was dried over anhydrous sodium sulfate and concentrated under reduced pressure to afford crude material, which was purified by reverse phase HPLC to yield 2,8-d... Reactants: CCOC(=O)c1csc(C2CCN(C(=O)OCc3ccccc3)CC2)c1, [K+], [OH-], O. Yields the product O=C(O)c1csc(C2CCN(C(=O)OCc3ccccc3)CC2)c1. RXN SMILES: [CH2:3]([c:4]1[cH:5][cH:6][cH:7][cH:8][cH:9]1)[O:10][C:11](=[O:12])[N:13]1[CH2:14][CH2:15][CH:16]([c:19]2[s:20][cH:21][c:22]([C:24](=[O:25])[O:26][CH2:27][CH3:28])[cH:23]2)[CH2:17][CH2:18]1.[K+:2].[OH-:1].[OH2:29]>>[CH2:3]([c:4]1[cH:5][cH:6][cH:7][cH:8][cH:9]1)[O:10][C:11](=[O:12])[N:13]1[CH2:14][CH2:15][CH:16]([c:19]2[s:20][cH:21][c:22]([C:24](=[O:25])[OH:26])[cH:23]2)[CH2:17][CH2:18]1. Starting materials: CC1=C(C=C(C(=C1)C)C)CC(=O)O (2,4,5-trimethylphenylacetic acid), C=1(C)C(C)=CC(C)=CC1 (pseudocumene), C(C=O)(=O)O (glyoxylic acid). Product: CC1=C(C(C(=O)O)O)C=C(C(=C1)C)C (2,4,5-trimethylmandelic acid). As a reaction SMILES: [CH3:1][C:2]1[CH:7]=[C:6]([CH3:8])[C:5]([CH3:9])=[CH:4][C:3]=1[CH2:10][C:11]([OH:13])=[O:12].C1(C(=CC(=CC=1)C)C)C.C(O)(=O)C=[O:25]>>[CH3:1][C:2]1[CH:7]=[C:6]([CH3:8])[C:5]([CH3:9])=[CH:4][C:3]=1[CH:10]([OH:25])[C:11]([OH:13])=[O:12]. Procedure details: Finally, a further possibility for preparing 2,4,5-trimethylphenylacetic acid is to initially react pseudocumene with glyoxylic acid to give 2,4,5-trimethylmandelic acid (Atti Accad., Lettere Arti Palermo, Pt. I24 (1965) 19–33) and then to reduce it to 2,4,5-trimethylphenylacetic acid (J. Amer. Chem. Soc. 58 (1936) 629–35). However, the preparation of 2,4,5-trimethylmandelic acid by the process specified has the disadvantage that the 2,4,5-trimethylmandelic acid which has already formed reacts w... The reactants are [BH4-].[Na+] (sodium borohydride), [Cl-].[Al+3].[Cl-].[Cl-] (aluminum chloride), C1(CCC2CCCC3=CC=CC1=C23)=O (2,3,3a,4,5,6-hexahydro-phenalene-1-one). Run in C(C)(=O)OCC (ethyl acetate), O1CCCC1 (tetrahydrofuran). Conditions: temperature 0 celsius, time 8 hour. Yields the product C1CCC2CCCC3=CC=CC1=C23 (2,3,3a,4,5,6-Hexahydro-1H-phenalene). Yield: 79.5%. RXN SMILES: [C:1]1(=O)[C:12]2=[C:13]3[C:8](=[CH:9][CH:10]=[CH:11]2)[CH2:7][CH2:6][CH2:5][CH:4]3[CH2:3][CH2:2]1.[BH4-].[Na+].[Cl-].[Al+3].[Cl-].[Cl-]>O1CCCC1.C(OCC)(=O)C>[CH2:11]1[C:12]2=[C:13]3[C:4](=[CH:3][CH:2]=[CH:1]2)[CH2:5][CH2:6][CH2:7][CH:8]3[CH2:9][CH2:10]1 |f:1.2,3.4.5.6|. Procedure: A solution of 2,3,3a,4,5,6-hexahydro-phenalene-1-one (2.00 g) in anhydrous tetrahydrofuran (70 ml) was cooled to 0° C., and slowly added with sodium borohydride (1.62 g) and aluminum chloride (2.85 g). The reaction mixture was refluxed by heating for 3 hours, then cooled to 0° C., and diluted with ethyl acetate. The reaction mixture was slowly added with ice until foaming ceased, and then the mixture was made to be at room temperature and stirred overnight. The reaction mixture was extracted wit...